This data is from the Open Reaction Database (ORD), a public repository of structured organic reaction records. The task is: describe an organic reaction: reactants, conditions, products, and yield The reactants are [OH-].[K+] (potassium hydroxide), Cl.C(C)(=O)OC=1C=C2C(=C(N(C2=CC1)CC1=CC=CC=C1)C)C(=O)NC1CCN(CC1)CCC1=CC=CC=C1 (5-acetoxy-1-benzyl-2-methyl-N-(1-(2-phenylethyl)-4-piperidyl)indole-3-carboxamide hydrochloride). Run in CO (methanol). Conditions: time 2 hour. Product: Cl.C(C1=CC=CC=C1)N1C(=C(C2=CC(=CC=C12)O)C(=O)NC1CCN(CC1)CCC1=CC=CC=C1)C (1-benzyl-5-hydroxy-2-methyl-N-(1-(2-phenylethyl)-4-piperidyl)indole-3-carboxamide hydrochloride). Reaction SMILES: [OH-].[K+].[ClH:3].C([O:7][C:8]1[CH:9]=[C:10]2[C:14](=[CH:15][CH:16]=1)[N:13]([CH2:17][C:18]1[CH:23]=[CH:22][CH:21]=[CH:20][CH:19]=1)[C:12]([CH3:24])=[C:11]2[C:25]([NH:27][CH:28]1[CH2:33][CH2:32][N:31]([CH2:34][CH2:35][C:36]2[CH:41]=[CH:40][CH:39]=[CH:38][CH:37]=2)[CH2:30][CH2:29]1)=[O:26])(=O)C>CO>[ClH:3].[CH2:17]([N:13]1[C:14]2[C:10](=[CH:9][C:8]([OH:7])=[CH:16][CH:15]=2)[C:11]([C:25]([NH:27][CH:28]2[CH2:29][CH2:30][N:31]([CH2:34][CH2:35][C:36]3[CH:41]=[CH:40][CH:39]=[CH:38][CH:37]=3)[CH2:32][CH2:33]2)=[O:26])=[C:12]1[CH3:24])[C:18]1[CH:19]=[CH:20][CH:21]=[CH:22][CH:23]=1 |f:0.1,2.3,5.6|. Procedure details: To a solution of 7.6 g of potassium hydroxide in 500 ml of methanol was added 37 g of the hydrochloride obtained in Example 3, and the mixture was stirred at room temperature for 2 hours. The insoluble substance was filtered off and the filtrate was concentrated. To the residue was added 2 liters of water and the mixture was stirred, and then the precipitated crystals were filtered with suction. After the crystals were recrystallized from a mixture of ethyl acetate and methanol, 12.5 g of the pu... Reactants: CCN(CC)CCCCl, CCOC(=O)c1c2ccc(CC(=O)NO)ccc-2c(C(=O)OCC)c1N, [Na]. Reaction SMILES: [CH2:28]([CH3:29])[N:30]([CH2:31][CH2:32][CH2:33][Cl:34])[CH2:35][CH3:36].[NH2:2][c:3]1[c:4]([C:23](=[O:24])[O:25][CH2:26][CH3:27])[c:5]2[cH:6][cH:7][c:8]([CH2:18][C:19]([NH:20][OH:21])=[O:22])[cH:9][cH:10][c:11]-2[c:12]1[C:13](=[O:14])[O:15][CH2:16][CH3:17].[Na:1]>>[NH2:2][c:3]1[c:4]([C:23](=[O:24])[O:25][CH2:26][CH3:27])[c:5]2[cH:6][cH:7][c:8]([CH2:18][C:19]([NH:20][O:21][CH2:33][CH2:32][CH2:31][N:30]([CH2:28][CH3:29])[CH2:35][CH3:36])=[O:22])[cH:9][cH:10][c:11]-2[c:12]1[C:13](=[O:14])[O:15][CH2:16][CH3:17]. Yields the product CCOC(=O)c1c2ccc(CC(=O)NOCCCN(CC)CC)ccc-2c(C(=O)OCC)c1N. Starting materials: CC1(C)OB(c2cccc3[nH]ncc23)OC1(C)C, COCC=Cc1cc2nc(Cl)nc(N3CCOCC3)c2s1. The product is COCC=Cc1cc2nc(-c3cccc4[nH]ncc34)nc(N3CCOCC3)c2s1. As a reaction SMILES: [CH3:22][C:23]1([CH3:24])[C:25]([CH3:26])([CH3:27])[O:28][B:29]([c:30]2[c:31]3[cH:32][n:33][nH:34][c:35]3[cH:36][cH:37][cH:38]2)[O:39]1.[Cl:1][c:2]1[n:3][c:4]([N:16]2[CH2:17][CH2:18][O:19][CH2:20][CH2:21]2)[c:5]2[c:6]([n:7]1)[cH:8][c:9]([CH:11]=[CH:12][CH2:13][O:14][CH3:15])[s:10]2>>[c:2]1(-[c:30]2[c:31]3[cH:32][n:33][nH:34][c:35]3[cH:36][cH:37][cH:38]2)[n:3][c:4]([N:16]2[CH2:17][CH2:18][O:19][CH2:20][CH2:21]2)[c:5]2[c:6]([n:7]1)[cH:8][c:9]([CH:11]=[CH:12][CH2:13][O:14][CH3:15])[s:10]2. The reactants are CS(=O)(=O)Cl (Methanesulfonyl chloride), OCCCN1C(CCC1)=O (1-(3-hydroxypropyl)pyrrolidin-2-one), OC1=CC(=C(C(=C1)C)C1=CC(=CC=C1)COC1=CC=C(C=O)C=C1)C (4-[(4′-Hydroxy-2′,6′-dimethylbiphenyl-3-yl)methoxy]benzaldehyde), C([O-])([O-])=O.[Cs+].[Cs+] (cesium carbonate). Solvent: C(C)(=O)OCC (ethyl acetate), C(C)N(CC)CC (triethylamine), CN(C)C=O (DMF). Run at temperature 0 celsius, time 2 hour. The product is CC1=C(C(=CC(=C1)OCCCN1C(CCC1)=O)C)C1=CC(=CC=C1)COC1=CC=C(C=O)C=C1 (4-({2′,6′-dimethyl-4′-[3-(2-oxopyrrolidin-1-yl)propoxy]biphenyl-3-yl}methoxy)benzaldehyde). Reaction SMILES: CS(Cl)(=O)=O.[OH:6][CH2:7][CH2:8][CH2:9][N:10]1[CH2:14][CH2:13][CH2:12][C:11]1=[O:15].O[C:17]1[CH:22]=[C:21]([CH3:23])[C:20]([C:24]2[CH:29]=[CH:28][CH:27]=[C:26]([CH2:30][O:31][C:32]3[CH:39]=[CH:38][C:35]([CH:36]=[O:37])=[CH:34][CH:33]=3)[CH:25]=2)=[C:19]([CH3:40])[CH:18]=1.C(=O)([O-])[O-].[Cs+].[Cs+]>CN(C=O)C.C(OCC)(=O)C.C(N(CC)CC)C>[CH3:23][C:21]1[CH:22]=[C:17]([O:6][CH2:7][CH2:8][CH2:9][N:10]2[CH2:14][CH2:13][CH2:12][C:11]2=[O:15])[CH:18]=[C:19]([CH3:40])[C:20]=1[C:24]1[CH:29]=[CH:28][CH:27]=[C:26]([CH2:30][O:31][C:32]2[CH:33]=[CH:34][C:35]([CH:36]=[O:37])=[CH:38][CH:39]=2)[CH:25]=1 |f:3.4.5|. Reported procedure: Methanesulfonyl chloride was dropwise added to a mixture of 1-(3-hydroxypropyl)pyrrolidin-2-one, triethylamine and ethyl acetate under ice-cooling, followed by stirring at 0° C. for 2 hours to obtain a colorless oil. 4-[(4′-Hydroxy-2′,6′-dimethylbiphenyl-3-yl)methoxy]benzaldehyde, cesium carbonate and DMF were added to the resulting oil, followed by stirring with heating at 60° C. for 19 hours to obtain 4-({2′,6′-dimethyl-4′-[3-(2-oxopyrrolidin-1-yl)propoxy]biphenyl-3-yl}methoxy)benzaldehyde. Reactants: [BH3-]C#N, C=O, CO, CCOC(C)=O, [Cl-], [Cl-], O=C(OC1CCNCC1)C(O)(c1ccccc1)C1CCC(F)(F)C1, [Na+], [Zn+2]. Yields the product CN1CCC(OC(=O)C(O)(c2ccccc2)C2CCC(F)(F)C2)CC1. As a reaction SMILES: [C:27]([BH3-:28])#[N:29].[CH2:25]=[O:26].[CH3:31][OH:32].[CH3:33][CH2:34][O:35][C:36](=[O:37])[CH3:38].[Cl-:39].[Cl-:41].[F:1][C:2]1([F:24])[CH2:3][CH:4]([C:7]([C:8](=[O:9])[O:10][CH:11]2[CH2:12][CH2:13][NH:14][CH2:15][CH2:16]2)([c:17]2[cH:18][cH:19][cH:20][cH:21][cH:22]2)[OH:23])[CH2:5][CH2:6]1.[Na+:30].[Zn+2:40]>>[F:1][C:2]1([F:24])[CH2:3][CH:4]([C:7]([C:8](=[O:9])[O:10][CH:11]2[CH2:12][CH2:13][N:14]([CH3:27])[CH2:15][CH2:16]2)([c:17]2[cH:18][cH:19][cH:20][cH:21][cH:22]2)[OH:23])[CH2:5][CH2:6]1. The reactants are S(C)(=O)(=O)OCC(C)N1C2=CC=CC=C2SC=2C=CC(=CC12)C#N (2-(2-cyano-10-phenothiazinyl)propyl mesylate), C(C)(=O)OCC (ethyl acetate). Run in hexamethylenimine. Yields the product N1(CCCCCC1)CC(C)N1C2=CC=CC=C2SC=2C=CC(=CC12)C#N (10-[(2RS)-1-(perhydro-1-azepinyl)-2-propyl]-2-phenothiazinecarbonitrile). Reaction SMILES: S(O[CH2:6][CH:7]([N:9]1[C:22]2[CH:21]=[C:20]([C:23]#[N:24])[CH:19]=[CH:18][C:17]=2[S:16][C:15]2[C:10]1=[CH:11][CH:12]=[CH:13][CH:14]=2)[CH3:8])(=O)(=O)C.C(O[CH2:29][CH3:30])(=O)C>>[N:9]1([CH2:6][CH:7]([N:9]2[C:22]3[CH:21]=[C:20]([C:23]#[N:24])[CH:19]=[CH:18][C:17]=3[S:16][C:15]3[C:10]2=[CH:11][CH:12]=[CH:13][CH:14]=3)[CH3:8])[CH2:30][CH2:29][CH2:13][CH2:12][CH2:11][CH2:10]1. Procedure: A solution of 2-(2-cyano-10-phenothiazinyl)propyl mesylate (9.05 g) in hexamethylenimine (28.2 cc) is brought to 90° C. for 16 hours. After cooling, the mixture is diluted with ethyl acetate (200 cc) and washed with distilled water (4×150 cc). The organic phase is dried over magnesium sulphate, filtered and concentrated to dryness under reduced pressure (30 mm Hg; 4 kPa) at 40° C. The residue is purified by chromatography on a column of 0.06-0.2 mm silica gel (height: 44 cm; diameter: 3.8 cm), e... Starting materials: C(C)(=O)O.COC(CCNC([C@H]1N(CCC1)C([C@@H](NC([C@H]1NC(CC1)=O)=O)CC1=CNC=N1)=O)=O)=O (L-pyroglutamyl-L-histidyl-L-prolyl-β-alanine methyl ester acetate), N (ammonia). The solvent is CO (methanol). Reaction conditions: time 3 day. Yields the product N1[C@@H](CCC1=O)C(=O)N[C@@H](CC1=CNC=N1)C(=O)N1[C@H](C(=O)NCCC(=O)N)CCC1 (L-pyroglutamyl-l-histidyl-l-prolyl-β-alaninamide). RXN SMILES: C(O)(=O)C.CO[C:7](=[O:36])[CH2:8][CH2:9][NH:10][C:11](=[O:35])[C@@H:12]1[CH2:16][CH2:15][CH2:14][N:13]1[C:17](=[O:34])[C@H:18]([CH2:28][C:29]1[N:33]=[CH:32][NH:31][CH:30]=1)[NH:19][C:20](=[O:27])[C@@H:21]1[CH2:25][CH2:24][C:23](=[O:26])[NH:22]1.[NH3:37]>CO>[NH:22]1[C:23](=[O:26])[CH2:24][CH2:25][C@H:21]1[C:20]([NH:19][C@H:18]([C:17]([N:13]1[CH2:14][CH2:15][CH2:16][C@H:12]1[C:11]([NH:10][CH2:9][CH2:8][C:7]([NH2:37])=[O:36])=[O:35])=[O:34])[CH2:28][C:29]1[N:33]=[CH:32][NH:31][CH:30]=1)=[O:27] |f:0.1|. Procedure details: 1.0 g of L-pyroglutamyl-L-histidyl-L-prolyl-β-alanine methyl ester acetate was dissolved in 100 ml of methanol. The resulting solution was saturated with ammonia at 0° C, the vessel was made gas-tight and stored at room temperature for 3 days. The solution was then concentrated in vacuo, the residue dissolved in 50 ml of water and lyophilised. Yield: 900 mg. [α]D25 = -94.9° (c = 1 in 1 N acetic acid).